This data is from the Open Reaction Database (ORD), a public repository of structured organic reaction records. The task is: describe an organic reaction: reactants, conditions, products, and yield RXN SMILES: [C:16](=[O:17])([O-:18])[O-:19].[CH3:10][C:11]([CH3:12])([O-:13])[CH3:14].[CH3:40][CH2:41][O:42][C:43](=[O:44])[CH3:45].[Cl:22][c:23]1[cH:24][c:25]([N+:32]([O-:33])=[O:34])[c:26]2[c:27]([n:28]1)[nH:29][cH:30][cH:31]2.[K+:15].[K+:20].[K+:21].[NH2:1][c:2]1[cH:3][c:4]([F:9])[c:5]([OH:8])[cH:6][cH:7]1.[O:35]=[CH:36][N:37]([CH3:38])[CH3:39]>>[NH2:1][c:2]1[cH:3][c:4]([F:9])[c:5]([O:8][c:25]2[cH:24][c:23]([Cl:22])[n:28][c:27]3[c:26]2[cH:31][cH:30][nH:29]3)[cH:6][cH:7]1. Reactants: O=C([O-])[O-], CC(C)(C)[O-], CCOC(C)=O, O=[N+]([O-])c1cc(Cl)nc2[nH]ccc12, [K+], [K+], [K+], Nc1ccc(O)c(F)c1, CN(C)C=O. Product: Nc1ccc(Oc2cc(Cl)nc3[nH]ccc23)c(F)c1.